Dataset: the Open Reaction Database (ORD), a public repository of structured organic reaction records. Task: describe an organic reaction: reactants, conditions, products, and yield Reactants: CC2(C)COB(c1ccccc1)OC2 (effective_coupling_partner), COC(=O)c2ccc1cc(OC)ccc1c2 (substrate). The reagents and catalysts are PCy3. Reaction conditions: temperature 120 celsius, time 12 hour. Yields the product COC(=O)c3ccc2cc(c1ccccc1)ccc2c3. Starting materials: ClC(Cl)(Cl)Cl, C1CCOC1, c1ccc(P(c2ccccc2)c2ccccc2)cc1, O=S(=O)(c1ccccc1)c1ccc(CO)cc1. The product is O=S(=O)(c1ccccc1)c1ccc(CCl)cc1. As a reaction SMILES: [C:20]([Cl:21])([Cl:22])([Cl:23])[Cl:24].[O:42]1[CH2:43][CH2:44][CH2:45][CH2:46]1.[c:1]1([P:2]([c:3]2[cH:4][cH:5][cH:6][cH:7][cH:8]2)[c:9]2[cH:10][cH:11][cH:12][cH:13][cH:14]2)[cH:15][cH:16][cH:17][cH:18][cH:19]1.[c:25]1([S:31](=[O:32])(=[O:33])[c:34]2[cH:35][cH:36][c:37]([CH2:40][OH:41])[cH:38][cH:39]2)[cH:26][cH:27][cH:28][cH:29][cH:30]1>>[CH2:20]([Cl:24])[c:37]1[cH:36][cH:35][c:34]([S:31]([c:25]2[cH:26][cH:27][cH:28][cH:29][cH:30]2)(=[O:32])=[O:33])[cH:39][cH:38]1.